Dataset: the Open Reaction Database (ORD), a public repository of structured organic reaction records. Task: describe an organic reaction: reactants, conditions, products, and yield Starting materials: CCOC(C)=O, CC(C)=O, O=Cc1c(Cl)cccc1Cl, [Na+], [OH-], O. Product: CC(=O)C=Cc1c(Cl)cccc1Cl. Reaction SMILES: [CH3:14][CH2:15][O:16][C:17](=[O:18])[CH3:19].[CH3:20][C:21]([CH3:22])=[O:23].[Cl:1][c:2]1[c:3]([CH:4]=[O:5])[c:6]([Cl:10])[cH:7][cH:8][cH:9]1.[Na+:12].[OH-:11].[OH2:13]>>[Cl:1][c:2]1[c:3]([CH:4]=[CH:20][C:21]([CH3:22])=[O:23])[c:6]([Cl:10])[cH:7][cH:8][cH:9]1. Starting materials: C1(C=2C(C(N1CC(CCC(=O)OC)=O)=O)=CC=CC2)=O (methyl 5-phthalimido-4-oxopentanoate), Br (hydrobromic acid). Conditions: time 8 hour. The product is Br.NCC(CCC(=O)O)=O (5-amino-4-oxopentanoic Acid Hydrobromide). Reaction SMILES: C1(=O)[N:5]([CH2:6][C:7](=[O:14])[CH2:8][CH2:9][C:10]([O:12]C)=[O:11])C(=O)C2=CC=CC=C12.[BrH:21]>>[BrH:21].[NH2:5][CH2:6][C:7](=[O:14])[CH2:8][CH2:9][C:10]([OH:12])=[O:11] |f:2.3|. Procedure details: A stirred mixture of methyl 5-phthalimido-4-oxopentanoate (4.0 g, 14.5 mmol) [Z. Naturforsch. 41B, 1593-94 (1986)] and 48% hydrobromic acid (40 ml) was refluxed for 7 hrs, then cooled to room temperature and stored overnight in a refrigerator. Following filtering the residue was washed with water and the combined filtrates were evaporated to dryness on a rotary evaporator and titrated with diethyl ether (2×25 ml). The residue was filtered and dried over silica gel at 30° C. and 15 mm Hg in a dry... Starting materials: [Si](C)(C)(C(C)(C)C)Cl (t-butyldimethylsilyl chloride), ice, C(C)(=O)OCCC1CC(N1)=O (4-(2-acetoxyethyl)-azetidin-2-one). The solvent is dimethylformamide(DMF), CCN(CC)CC (Et3N). Reaction conditions: temperature 25 celsius, time 5 minute. Product: [Si](C)(C)(C(C)(C)C)N1C(CC1CCOC(C)=O)=O (N-(t-butyldimethylsilyl)-4-(2-acetoxyethyl)-azetidin-2-one). Yield: 96.9%. Reaction SMILES: [Si:1](Cl)([C:4]([CH3:7])([CH3:6])[CH3:5])([CH3:3])[CH3:2].[C:9]([O:12][CH2:13][CH2:14][CH:15]1[NH:18][C:17](=[O:19])[CH2:16]1)(=[O:11])[CH3:10]>CCN(CC)CC>[Si:1]([N:18]1[CH:15]([CH2:14][CH2:13][O:12][C:9](=[O:11])[CH3:10])[CH2:16][C:17]1=[O:19])([C:4]([CH3:7])([CH3:6])[CH3:5])([CH3:3])[CH3:2]. Procedure: Triethylauine (Et3N) (2.96 ml, 21.2 mmol) and t-butyldimethylsilyl chloride (3.059 g, 20.3 mmol) are added to an ice-cold stirring solution of 4-(2-acetoxyethyl)-azetidin-2-one (3.098 g, 19.3 mmol) in anhydrous dimethylformamide(DMF) (20 ml). A white precipitate appears immediately. The cooling bath is removed and the mixture is stirred at 25° C. (room temperature) for 5 mins. The mixture is diluted with benzene (200 ml), washed with H2O (5×80 ml) and brine, dired with MgSO4, filtered, and evapo... Reactants: CCOC=NC#N, CC1(C)CCC2CCCCC2C1N, CCO. Product: CC1(C)CCC2CCCCC2C1NC=NC#N. RXN SMILES: [C:14](#[N:15])[N:16]=[CH:17][O:18][CH2:19][CH3:20].[CH3:1][C:2]1([CH3:13])[CH:3]([NH2:12])[CH:4]2[CH2:5][CH2:6][CH2:7][CH2:8][CH:9]2[CH2:10][CH2:11]1.[CH3:21][CH2:22][OH:23]>>[CH3:1][C:2]1([CH3:13])[CH:3]([NH:12][CH:17]=[N:16][C:14]#[N:15])[CH:4]2[CH2:5][CH2:6][CH2:7][CH2:8][CH:9]2[CH2:10][CH2:11]1. The reactants are C1N(CC2C1CNC2)C2=NC1=CC=CC=C1N=C2 (2-(Hexahydro-pyrrolo[3,4-c]pyrrol-2-yl)-quinoxaline), N1(N=CC=C1)C1=C(C(=O)O)C=CC=C1 (2-pyrazol-1-yl-benzoic acid). Product: N1(N=CC=C1)C1=C(C=CC=C1)C(=O)N1CC2C(C1)CN(C2)C2=NC1=CC=CC=C1N=C2 (2-[5-{[2-(1H-Pyrazol-1-yl)phenyl]carbonyl}hexahydropyrrolo[3,4-c]pyrrol-2(1H)-yl]quinoxaline). As a reaction SMILES: [CH2:1]1[CH:5]2[CH2:6][NH:7][CH2:8][CH:4]2[CH2:3][N:2]1[C:9]1[CH:18]=[N:17][C:16]2[C:11](=[CH:12][CH:13]=[CH:14][CH:15]=2)[N:10]=1.[N:19]1([C:24]2[CH:32]=[CH:31][CH:30]=[CH:29][C:25]=2[C:26](O)=[O:27])[CH:23]=[CH:22][CH:21]=[N:20]1>>[N:19]1([C:24]2[CH:32]=[CH:31][CH:30]=[CH:29][C:25]=2[C:26]([N:7]2[CH2:6][CH:5]3[CH2:1][N:2]([C:9]4[CH:18]=[N:17][C:16]5[C:11](=[CH:12][CH:13]=[CH:14][CH:15]=5)[N:10]=4)[CH2:3][CH:4]3[CH2:8]2)=[O:27])[CH:23]=[CH:22][CH:21]=[N:20]1. Reported procedure: The title compound was prepared in a manner analogous to Example 15 utilizing Intermediate 35 and 2-pyrazol-1-yl-benzoic acid. MS (ESI) mass calcd. for C24H22N6O, 410.48; m/z found, 411.2 [M+H]+.